Dataset: the Open Reaction Database (ORD), a public repository of structured organic reaction records. Task: describe an organic reaction: reactants, conditions, products, and yield The reactants are FC(C1=COC2=C1C(CC(C2)C2=C(C=CC=C2)C)=O)(F)F (3-trifluoromethyl-6-(2-methylphenyl)-4,5,6,7-tetrahydrobenzofuran-4-one), C(=N)(N)NN.Cl (aminoguanidine hydrochloride), Cl (hydrochloric acid), O (water). Run in C(C)O (ethanol). The product is Cl.FC(C1=COC2=C1C(CC(C2)C2=C(C=CC=C2)C)=NNC(=N)N)(F)F (3-trifluoromethyl-4-guanidinoimino-6-(2-methylphenyl)-4,5,6,7-tetrahydrobenzofuran hydrochloride). The yield is 40.6%. RXN SMILES: [F:1][C:2]([F:21])([F:20])[C:3]1[C:7]2[C:8](=O)[CH2:9][CH:10]([C:12]3[CH:17]=[CH:16][CH:15]=[CH:14][C:13]=3[CH3:18])[CH2:11][C:6]=2[O:5][CH:4]=1.[C:22]([NH:25][NH2:26])([NH2:24])=[NH:23].[ClH:27].Cl.O>C(O)C>[ClH:27].[F:1][C:2]([F:21])([F:20])[C:3]1[C:7]2[C:8](=[N:26][NH:25][C:22]([NH2:24])=[NH:23])[CH2:9][CH:10]([C:12]3[CH:17]=[CH:16][CH:15]=[CH:14][C:13]=3[CH3:18])[CH2:11][C:6]=2[O:5][CH:4]=1 |f:1.2,6.7|. Procedure: A mixture of 3-trifluoromethyl-6-(2-methylphenyl)-4,5,6,7-tetrahydrobenzofuran-4-one (0.15 g), aminoguanidine hydrochloride (0.06 g), concentrated hydrochloric acid (0.025 ml), water (0.025 ml) and ethanol (30 ml) was refluxed for 6 hours. Under reduced pressure, the solvent was evaporated, and the residue was recrystallized from ethanol-ethyl acetate to give 3-trifluoromethyl-4-guanidinoimino-6-(2-methylphenyl)-4,5,6,7-tetrahydrobenzofuran hydrochloride (Compound 52) (0.08 g) as colorless cryst...